From a dataset of the Open Reaction Database (ORD), a public repository of structured organic reaction records. describe an organic reaction: reactants, conditions, products, and yield Starting materials: C(C)(C)N(CC)C(C)C (diisopropylethylamine), Cl.CN(CCCN=C=NCC)C (N-(3-dimethylaminopropyl)-N′-ethylcarbodiimide hydrochloride), ON1N=NC2=C1C=CC=C2 (1-hydroxybenzotriazole), ClC1=NC=C(C(=N1)C1=CC2=C(S1)C(=CC=C2C(=O)O)OC)Cl (2-(2,5-dichloropyrimidin-4-yl)-7-methoxybenzo[b]thiophene-4-carboxylic acid), C1(CC1)N (cyclopropylamine). Solvent: ClCCl (dichloromethane). Run at time 1 day. Product: C1(CC1)NC(=O)C1=CC=C(C=2SC(=CC21)C2=NC(=NC=C2Cl)Cl)OC (2-(2,5-dichloropyrimidin-4-yl)-7-methoxybenzo[b]thiophene-4-carboxylic acid cyclopropylamide). The yield is 72.7%. Reaction SMILES: [Cl:1][C:2]1[N:7]=[C:6]([C:8]2[S:12][C:11]3[C:13]([O:20][CH3:21])=[CH:14][CH:15]=[C:16]([C:17]([OH:19])=O)[C:10]=3[CH:9]=2)[C:5]([Cl:22])=[CH:4][N:3]=1.C([N:26]([CH:29]([CH3:31])[CH3:30])CC)(C)C.Cl.CN(C)CCCN=C=NCC.ON1C2C=CC=CC=2N=N1.C1(N)CC1>ClCCl>[CH:29]1([NH:26][C:17]([C:16]2[C:10]3[CH:9]=[C:8]([C:6]4[C:5]([Cl:22])=[CH:4][N:3]=[C:2]([Cl:1])[N:7]=4)[S:12][C:11]=3[C:13]([O:20][CH3:21])=[CH:14][CH:15]=2)=[O:19])[CH2:31][CH2:30]1 |f:2.3|. Procedure: To a stirred suspension of 2-(2,5-dichloropyrimidin-4-yl)-7-methoxybenzo[b]thiophene-4-carboxylic acid (2.50 g, 3.07 mmol) is added diisopropylethylamine (1.12 mL, 6.44 mmol), N-(3-dimethylaminopropyl)-N′-ethylcarbodiimide hydrochloride (617 mg, 3.22 mmol) and 1-hydroxybenzotriazole (435 mg, 3.22 mmol) at room temperature under nitrogen atmosphere. The mixture is treated with cyclopropylamine (184 mg, 3.22 mmol) and stirred at room temperature for 1 day. The mixture is diluted with dichlorometha...